This data is from the Open Reaction Database (ORD), a public repository of structured organic reaction records. The task is: describe an organic reaction: reactants, conditions, products, and yield Starting materials: CCCC(Br)CCC, Cc1ccc(-c2cccc3[nH]nc(C)c(=O)c23)c(C)c1, CN1CCCC1, [H-], [Na+]. Yields the product CCCC(CCC)n1nc(C)c(=O)c2c(-c3ccc(C)cc3C)cccc21. As a reaction SMILES: [Br:21][CH:22]([CH2:23][CH2:24][CH3:25])[CH2:26][CH2:27][CH3:28].[CH3:1][c:2]1[c:3](-[c:9]2[c:10]3[c:11](=[O:20])[c:12]([CH3:19])[n:13][nH:14][c:15]3[cH:16][cH:17][cH:18]2)[cH:4][cH:5][c:6]([CH3:8])[cH:7]1.[CH3:31][N:32]1[CH2:33][CH2:34][CH2:35][CH2:36]1.[H-:29].[Na+:30]>>[CH3:1][c:2]1[c:3](-[c:9]2[c:10]3[c:11](=[O:20])[c:12]([CH3:19])[n:13][n:14]([CH:22]([CH2:23][CH2:24][CH3:25])[CH2:26][CH2:27][CH3:28])[c:15]3[cH:16][cH:17][cH:18]2)[cH:4][cH:5][c:6]([CH3:8])[cH:7]1.